This data is from the Open Reaction Database (ORD), a public repository of structured organic reaction records. The task is: describe an organic reaction: reactants, conditions, products, and yield Starting materials: CC(=O)O, CC(=O)[O-], CCOC(C)=O, O=Cc1ccc(OCc2ccccn2)cc1F, C[N+](=O)[O-], [NH4+], O. Product: O=[N+]([O-])C=Cc1ccc(OCc2ccccn2)cc1F. As a reaction SMILES: [CH3:1][C:2](=[O:3])[OH:4].[CH3:27][C:28](=[O:29])[O-:30].[CH3:31][CH2:32][O:33][C:34](=[O:35])[CH3:36].[F:5][c:6]1[c:7]([CH:8]=[O:9])[cH:10][cH:11][c:12]([O:14][CH2:15][c:16]2[n:17][cH:18][cH:19][cH:20][cH:21]2)[cH:13]1.[N+:22](=[O:23])([O-:24])[CH3:25].[NH4+:26].[OH2:37]>>[F:5][c:6]1[c:7]([CH:8]=[CH:25][N+:22](=[O:23])[O-:24])[cH:10][cH:11][c:12]([O:14][CH2:15][c:16]2[n:17][cH:18][cH:19][cH:20][cH:21]2)[cH:13]1. The reactants are ClC1=NC=CC=C1[N+](=O)[O-] (2-chloro-3-nitropyridine), NC=1C=C(C=CC1)/C=C/C=1C=NC=CC1 (3-[(E)-2-(3-aminophenyl)vinyl]pyridine), C([O-])([O-])=O.[K+].[K+] (potassium carbonate). Solvent: O1CCOCC1 (1,4-dioxane). The product is [N+](=O)([O-])C=1C(=NC=CC1)NC1=CC(=CC=C1)\C=C\C=1C=NC=CC1 (3-nitro-2-[3-[(E)-2-(3-pyridyl)vinyl]phenylamino]pyridine). Yield: 25.6%. RXN SMILES: Cl[C:2]1[C:7]([N+:8]([O-:10])=[O:9])=[CH:6][CH:5]=[CH:4][N:3]=1.[NH2:11][C:12]1[CH:13]=[C:14](/[CH:18]=[CH:19]/[C:20]2[CH:21]=[N:22][CH:23]=[CH:24][CH:25]=2)[CH:15]=[CH:16][CH:17]=1.C(=O)([O-])[O-].[K+].[K+]>O1CCOCC1>[N+:8]([C:7]1[C:2]([NH:11][C:12]2[CH:17]=[CH:16][CH:15]=[C:14](/[CH:18]=[CH:19]/[C:20]3[CH:21]=[N:22][CH:23]=[CH:24][CH:25]=3)[CH:13]=2)=[N:3][CH:4]=[CH:5][CH:6]=1)([O-:10])=[O:9] |f:2.3.4|. Procedure details: A mixture of 2-chloro-3-nitropyridine (1.15 g), 3-[(E)-2-(3-aminophenyl)vinyl]pyridine (1.23 g) and potassium carbonate (1.1 g) in 1,4-dioxane (15 ml) was stirred under reflux for 22 hours. After cooling, insoluble materials were removed by filtration and the filtrate was concentrated. The residue was chromatographed on silica gel column (2% methanol in chloroform) to give 3-nitro-2-[3-[(E)-2-(3-pyridyl)vinyl]phenylamino]pyridine (510 mg) as an orange solid.